From a dataset of the Open Reaction Database (ORD), a public repository of structured organic reaction records. describe an organic reaction: reactants, conditions, products, and yield Reactants: [NH4+].[Cl-] (NH4Cl), COC(C1=C(C=C(C=C1)N1C=CC=C1)O)=O (2-Hydroxy-4-pyrrol-1-yl-benzoic acid methyl ester), solution, C1(CCCCC1)[Mg]Cl (cyclohexylmagnesium chloride). Solvent: C1CCOC1 (THF), C1CCOC1 (THF). Product: C1(CCCCC1)C(C1=C(C=C(C=C1)N1C=CC=C1)O)(O)C1CCCCC1 (2-(Dicyclohexyl-hydroxy-methyl)-5-pyrrol-1-yl-phenol). RXN SMILES: CO[C:3](=[O:16])[C:4]1[CH:9]=[CH:8][C:7]([N:10]2[CH:14]=[CH:13][CH:12]=[CH:11]2)=[CH:6][C:5]=1[OH:15].[CH:17]1([Mg]Cl)[CH2:22][CH2:21][CH2:20][CH2:19][CH2:18]1.[NH4+].[Cl-]>C1COCC1>[CH:17]1([C:3]([CH:4]2[CH2:9][CH2:8][CH2:7][CH2:6][CH2:5]2)([OH:16])[C:4]2[CH:9]=[CH:8][C:7]([N:10]3[CH:11]=[CH:12][CH:13]=[CH:14]3)=[CH:6][C:5]=2[OH:15])[CH2:22][CH2:21][CH2:20][CH2:19][CH2:18]1 |f:2.3|. Procedure details: To a solution of 217 mg of 2-Hydroxy-4-pyrrol-1-yl-benzoic acid methyl ester in 4 ml of THF, 2 ml of a solution of cyclohexylmagnesium chloride in THF (2 M) was added slowly at room temperature. The reaction mixture was then heated to reflux for 4 h. After cooling to room temperature it was hydrolized with ice. Saturated aqueous NH4Cl was added until the white precipitate was dissolved. The aqueous phase was extracted with ether. The combined organic layers were dried over MgSO4, filtered and co... Yield: 86.7%. Solvent: CCO.ClCCl (EtOH dichloromethane). RXN SMILES: [CH2:1]([N:8]1[CH2:12][CH:11]2[C:13](=[O:28])[N:14]([C:17]3[CH:22]=[CH:21][C:20]([O:23][C:24]([F:27])([F:26])[F:25])=[CH:19][CH:18]=3)[C:15](=[O:16])[CH:10]2[CH2:9]1)[C:2]1[CH:7]=[CH:6][CH:5]=[CH:4][CH:3]=1.[BH4-].[Na+].O>CCO.ClCCl>[CH2:1]([N:8]1[CH2:9][CH:10]2[CH:15]([OH:16])[N:14]([C:17]3[CH:22]=[CH:21][C:20]([O:23][C:24]([F:26])([F:27])[F:25])=[CH:19][CH:18]=3)[C:13](=[O:28])[CH:11]2[CH2:12]1)[C:2]1[CH:3]=[CH:4][CH:5]=[CH:6][CH:7]=1 |f:1.2,4.5|. Product: C(C1=CC=CC=C1)N1CC2C(C1)C(N(C2=O)C2=CC=C(C=C2)OC(F)(F)F)O (5-Benzyl-3-hydroxy-2-(4-trifluoromethoxy-phenyl)-hexahydro-pyrrolo[3,4-c]pyrrol-1-one). The reactants are O (water), C(C1=CC=CC=C1)N1CC2C(C1)C(N(C2=O)C2=CC=C(C=C2)OC(F)(F)F)=O (5-Benzyl-2-(4-trifluoromethoxy-phenyl)-tetrahydro-pyrrolo[3,4-c]pyrrole-1,3-dione), CeCl3.7H2O, [BH4-].[Na+] (NaBH4). Procedure: To a cooled (−35˜−40° C.) solution of 5-Benzyl-2-(4-trifluoromethoxy-phenyl)-tetrahydro-pyrrolo[3,4-c]pyrrole-1,3-dione (0.6 g, 0.5 mmol) and CeCl3.7H2O (0.56 g, 0.5 mmol) in 250 mL EtOH/dichloromethane (1.5:1) were sequentially added NaBH4 (0.057 g, 10 mmol). The temperature was kept at −35˜−40° C. for 2 h, poured into cold water (100 mL) and extracted with dichloromethane (2×80 mL). After washing the organic phase with brine (100 mL) and drying over anhydrous Na2SO4, the solvent was removed an... Conditions: time 2 hour. Starting materials: N1=CN=CC(=C1)NC=1C(=NC(=CN1)N1CCCC1)C(=O)O (3-(pyrimidin-5-ylamino)-6-pyrrolidin-1-yl-pyrazine-2-carboxylic acid), CNC(=O)C=1N(N=CC1N)C (4-amino-2-methyl-2H-pyrazole-3-carboxylic acid methylamide). As a reaction SMILES: [N:1]1[CH:6]=[C:5]([NH:7][C:8]2[C:9]([C:19]([OH:21])=O)=[N:10][C:11]([N:14]3[CH2:18][CH2:17][CH2:16][CH2:15]3)=[CH:12][N:13]=2)[CH:4]=[N:3][CH:2]=1.[CH3:22][NH:23][C:24]([C:26]1[N:27]([CH3:32])[N:28]=[CH:29][C:30]=1[NH2:31])=[O:25]>>[CH3:32][N:27]1[C:26]([C:24](=[O:25])[NH:23][CH3:22])=[C:30]([NH:31][C:19]([C:9]2[C:8]([NH:7][C:5]3[CH:4]=[N:3][CH:2]=[N:1][CH:6]=3)=[N:13][CH:12]=[C:11]([N:14]3[CH2:15][CH2:16][CH2:17][CH2:18]3)[N:10]=2)=[O:21])[CH:29]=[N:28]1. Product: CN1N=CC(=C1C(NC)=O)NC(=O)C1=NC(=CN=C1NC=1C=NC=NC1)N1CCCC1 (3-(Pyrimidin-5-ylamino)-6-pyrrolidin-1-yl-pyrazine-2-carboxylic acid (1-methyl-5-methylcarbamoyl-1H-pyrazol-4-yl)-amide). Reported procedure: The product was obtained starting from 3-(pyrimidin-5-ylamino)-6-pyrrolidin-1-yl-pyrazine-2-carboxylic acid (30 mg, 94 μmol) and 4-amino-2-methyl-2H-pyrazole-3-carboxylic acid methylamide (19 mg, 123 μmol) according to the method described in example 64, step 6 after purification by preparative HPLC using an acetonitrile/water gradient as yellow solid (10 mg, 26%). Reactants: CCSc1ccc(Br)cc1, CC(=O)O, [K+], O=[Mn](=O)(=O)[O-], O. Product: CCS(=O)(=O)c1ccc(Br)cc1. RXN SMILES: [Br:1][c:2]1[cH:3][cH:4][c:5]([S:8][CH2:9][CH3:10])[cH:6][cH:7]1.[CH3:18][C:19](=[O:20])[OH:21].[K+:16].[Mn:11](=[O:12])([O-:13])(=[O:14])=[O:15].[OH2:17]>>[Br:1][c:2]1[cH:3][cH:4][c:5]([S:8]([CH2:9][CH3:10])(=[O:12])=[O:17])[cH:6][cH:7]1. The reactants are BrCC=1C=C(C=CC1)C1=CC=CC=C1 (3-(bromomethyl)biphenyl), C([O-])([O-])=O.[K+].[K+] (potassium carbonate), C(=O)=O (carbon dioxide), C(C=C)(=O)O (acrylic acid). Product: C(C=C)(=O)OCC1=CC(=CC=C1)C1=CC=CC=C1 (meta-phenylbenzyl acrylate). Reaction SMILES: Br[CH2:2][C:3]1[CH:4]=[C:5]([C:9]2[CH:14]=[CH:13][CH:12]=[CH:11][CH:10]=2)[CH:6]=[CH:7][CH:8]=1.C(=O)([O-])[O-].[K+].[K+].[C:21]([OH:25])(=[O:24])[CH:22]=[CH2:23].C(=O)=O>CN(C)C=O>[C:21]([O:25][CH2:2][C:3]1[CH:8]=[CH:7][CH:6]=[C:5]([C:9]2[CH:14]=[CH:13][CH:12]=[CH:11][CH:10]=2)[CH:4]=1)(=[O:24])[CH:22]=[CH2:23] |f:1.2.3|. Procedure: Into a 200 mL four-neck flask equipped with a stirrer, a thermometer, and a cooling tube, 20.0 g of 3-(bromomethyl)biphenyl, 39.3 g of anhydrous dimethylformamide, 13.4 g of anhydrous potassium carbonate, and 6.2 mg of methoquinone were charged, and acrylic acid was added thereto at room temperature. After the completion of foaming of carbon dioxide, the mixture was heated to a reaction temperature of 90° C. and a reaction was caused to proceed for two hours. The temperature was decreased to roo... Run at time 2 hour. Run in CN(C=O)C (dimethylformamide).